Dataset: the Open Reaction Database (ORD), a public repository of structured organic reaction records. Task: describe an organic reaction: reactants, conditions, products, and yield Starting materials: O=C([O-])[O-], CO, ClCCl, ClCCl, [Cs+], [Cs+], C[Si](C)(C)C#Cc1cccc(-c2cccnc2F)c1. Yields the product C#Cc1cccc(-c2cccnc2F)c1. As a reaction SMILES: [C:20](=[O:21])([O-:22])[O-:23].[CH3:26][OH:27].[Cl:28][CH2:29][Cl:30].[Cl:31][CH2:32][Cl:33].[Cs+:24].[Cs+:25].[F:1][c:2]1[n:3][cH:4][cH:5][cH:6][c:7]1-[c:8]1[cH:9][c:10]([C:14]#[C:15][Si:16]([CH3:17])([CH3:18])[CH3:19])[cH:11][cH:12][cH:13]1>>[F:1][c:2]1[n:3][cH:4][cH:5][cH:6][c:7]1-[c:8]1[cH:9][c:10]([C:14]#[CH:15])[cH:11][cH:12][cH:13]1. The reactants are O=C([O-])[O-], COCCO, Fc1cnccc1-c1nc2cc(C(F)(F)F)ccc2o1, [K+], [K+], O. Product: COCCOc1cnccc1-c1nc2cc(C(F)(F)F)ccc2o1. Reaction SMILES: [C:21](=[O:22])([O-:23])[O-:24].[CH3:27][O:28][CH2:29][CH2:30][OH:31].[F:1][c:2]1[cH:3][n:4][cH:5][cH:6][c:7]1-[c:8]1[o:9][c:10]2[c:11]([n:12]1)[cH:13][c:14]([C:17]([F:18])([F:19])[F:20])[cH:15][cH:16]2.[K+:25].[K+:26].[OH2:32]>>[c:2]1([O:31][CH2:30][CH2:29][O:28][CH3:27])[cH:3][n:4][cH:5][cH:6][c:7]1-[c:8]1[o:9][c:10]2[c:11]([n:12]1)[cH:13][c:14]([C:17]([F:18])([F:19])[F:20])[cH:15][cH:16]2. Starting materials: CC(C)CC(C)(N=NC(C)(C)C)SCCO, CC(C)(C)N=NC(C)(C#N)CCC(=O)Cl, CCCCC, O, c1ccncc1. Product: CC(C)CC(C)(N=NC(C)(C)C)SCCOC(=O)CCC(C)(C#N)N=NC(C)(C)C. Reaction SMILES: [C:1]([CH3:2])([CH3:3])([CH3:4])[N:5]=[N:6][C:7]([CH3:8])([CH2:9][CH:10]([CH3:11])[CH3:12])[S:13][CH2:14][CH2:15][OH:16].[C:23]([CH3:24])([CH3:25])([CH3:26])[N:27]=[N:28][C:29]([CH2:30][CH2:31][C:32](=[O:33])[Cl:34])([CH3:35])[C:36]#[N:37].[CH3:39][CH2:40][CH2:41][CH2:42][CH3:43].[OH2:38].[cH:17]1[cH:18][cH:19][n:20][cH:21][cH:22]1>>[C:1]([CH3:2])([CH3:3])([CH3:4])[N:5]=[N:6][C:7]([CH3:8])([CH2:9][CH:10]([CH3:11])[CH3:12])[S:13][CH2:14][CH2:15][O:16][C:32]([CH2:31][CH2:30][C:29]([N:28]=[N:27][C:23]([CH3:24])([CH3:25])[CH3:26])([CH3:35])[C:36]#[N:37])=[O:33]. Reactants: ClC=1C=C(C(=O)OC)C=CC1 (methyl m-chlorobenzoate), C(CCC)[Li] (n-butyl lithium), CCCCCC (hexane), CP(OC)(OC)=O (dimethyl methylphosphonate). Solvent: C(C)(=O)O (acetic acid), O (water), C1CCOC1 (THF), C1CCOC1 (THF). Run at temperature -78 celsius. Yields the product ClC=1C=C(C=CC1)C(CP(OC)(OC)=O)=O (dimethyl 2-m-chlorophenyl-2-oxoethylphosphonate). The yield is 84.6%. As a reaction SMILES: C([Li])CCC.CCCCCC.[CH3:12][P:13](=[O:18])([O:16][CH3:17])[O:14][CH3:15].[Cl:19][C:20]1[CH:21]=[C:22]([CH:27]=[CH:28][CH:29]=1)[C:23](OC)=[O:24]>C1COCC1.C(O)(=O)C.O>[Cl:19][C:20]1[CH:21]=[C:22]([C:23](=[O:24])[CH2:12][P:13](=[O:18])([O:16][CH3:17])[O:14][CH3:15])[CH:27]=[CH:28][CH:29]=1. Procedure: A solution of n-butyl lithium in hexane (1.63N, 45 ml, 73.3 mmol) was added dropwise to a solution of dimethyl methylphosphonate (9.1 g, 73.3 mmol) in 100 ml of anhydrous THF with stirring at -78° C. under argon atmosphere, and the mixture was stirred for 30 minutes. Then, methyl m-chlorobenzoate (5.0 g, 29.3 mmol) in 10 ml of anhydrous THF was further added dropwise and the mixture was stirred for 30 minutes. This reaction mixture was allowed to warm to 0° C., diluted with 4.4 ml of acetic acid... Conditions: temperature 60 celsius. Procedure: The ester (0.1 mol) obtained in Example 62, dissolved in an aqueous 20% ammonium hydroxide solution (50 ml), is heated for 5 hours at 60° C. The reaction mixture is cooled and is then evaporated to dryness. The residue obtained is purified by chromatography on a silica gel column. RXN SMILES: C[O:2][C:3]([C:5]1[CH:19]=[CH:18][C:8]2[O:9][CH:10]=[C:11]([CH2:12][CH2:13][NH:14][C:15](=[O:17])[CH3:16])[C:7]=2[CH:6]=1)=O.[OH-].[NH4+:21]>>[C:15]([NH:14][CH2:13][CH2:12][C:11]1[C:7]2[CH:6]=[C:5]([C:3]([NH2:21])=[O:2])[CH:19]=[CH:18][C:8]=2[O:9][CH:10]=1)(=[O:17])[CH3:16] |f:1.2|. Product: C(C)(=O)NCCC1=COC2=C1C=C(C=C2)C(=O)N (3-[2-(Acetylamino)ethyl]-1-benzofuran-5-carboxamide). Starting materials: COC(=O)C1=CC2=C(OC=C2CCNC(C)=O)C=C1 (N-[2-(5-Methoxycarbonylbenzo[b]furan-3-yl)ethyl]acetamide), [OH-].[NH4+] (ammonium hydroxide). Starting materials: O (water), CC1=CC=C(C=C1)SC(C#N)CC1=CC=CC=C1 (α-[(4-methylphenyl)thio]benzene propane nitrile), COC=1C=C2CCNCC2=CC1OC (6,7-dimethoxy-1,2,3,4-tetrahydroisoquinoline), C([O-])([O-])=O.[K+].[K+] (potassium carbonate), CN(C=O)C (N,N-dimethylformamide). Reaction conditions: temperature 85 celsius. The product is COC=1C=C2CCN(CC2=CC1OC)C=1C=C(C=CC1)CC(C#N)(SC1=CC=C(C=C1)C)C1=CC(=C(C=C1)OC)OC (3-(3,4-Dihydro-6,7-dimethoxy-2(1H)-isoquinolinyl]-α-(3,4-dimethoxyphenyl)-α-[(4-methylphenyl)thio]benzenepropanenitrile). RXN SMILES: [CH3:1][C:2]1[CH:7]=[CH:6][C:5]([S:8][CH:9]([CH2:12][C:13]2[CH:18]=[CH:17][CH:16]=[CH:15][CH:14]=2)[C:10]#[N:11])=[CH:4][CH:3]=1.[CH3:19][O:20][C:21]1[CH:22]=[C:23]2[C:28](=[CH:29][C:30]=1[O:31][CH3:32])[CH2:27][NH:26][CH2:25][CH2:24]2.[C:33](=[O:36])([O-])[O-].[K+].[K+].O.CN(C)[CH:42]=[O:43]>>[CH3:19][O:20][C:21]1[CH:22]=[C:23]2[C:28](=[CH:29][C:30]=1[O:31][CH3:32])[CH2:27][N:26]([C:15]1[CH:14]=[C:13]([CH2:12][C:9]([C:2]3[CH:7]=[CH:6][C:5]([O:43][CH3:42])=[C:4]([O:36][CH3:33])[CH:3]=3)([S:8][C:5]3[CH:4]=[CH:3][C:2]([CH3:1])=[CH:7][CH:6]=3)[C:10]#[N:11])[CH:18]=[CH:17][CH:16]=1)[CH2:25][CH2:24]2 |f:2.3.4|. Procedure details: A mixture of 0.21 g of 3-(chloromethyl)-α-3,4-dimethoxyphenyl)-α-[(4-methylphenyl)thio]benzene propane nitrile, 0.091 g of 6,7-dimethoxy-1,2,3,4-tetrahydroisoquinoline and 0.3 g of anhydrous potassium carbonate in 2.0 mL of N,N-dimethylformamide is heated at 85° C. for 4 hours, cooled, poured into water and extracted with ethyl acetate. The ethyl acetate extract is washed with brine, dried and filtered. The filtrate is evaporated in vacuo to yield an oil. This oil is purified by flash chromatogr... The reactants are O=C([O-])[O-], CN(C)C=O, [Cl-], CC#CCOc1cc(Cl)ncn1, Oc1c(F)cc(F)cc1F, [K+], [K+], [NH4+]. Product: CC#CCOc1cc(Oc2c(F)cc(F)cc2F)ncn1. As a reaction SMILES: [C:13](=[O:14])([O-:15])[O-:16].[CH3:31][N:32]([CH3:33])[CH:34]=[O:35].[Cl-:29].[Cl:1][c:2]1[n:3][cH:4][n:5][c:6]([O:8][CH2:9][C:10]#[C:11][CH3:12])[cH:7]1.[F:19][c:20]1[c:21]([OH:28])[c:22]([F:27])[cH:23][c:24]([F:26])[cH:25]1.[K+:17].[K+:18].[NH4+:30]>>[c:2]1([O:28][c:21]2[c:20]([F:19])[cH:25][c:24]([F:26])[cH:23][c:22]2[F:27])[n:3][cH:4][n:5][c:6]([O:8][CH2:9][C:10]#[C:11][CH3:12])[cH:7]1.